Task: describe an organic reaction: reactants, conditions, products, and yield. Dataset: the Open Reaction Database (ORD), a public repository of structured organic reaction records The reactants are ClC1=C(CNCC(C)C2=C(C=CC=C2)Cl)C=CC=C1C(F)(F)F (N-(2-Chloro-3-trifluoromethylbenzyl)-2-(2-chlorophenyl)propylamine), ClC1=C(C=CC=C1)C(CN(CC1=C(C(=CC=C1)C(F)(F)F)Cl)CCCOC=1CC(C=CC1)=CC(=O)OC)C (N-(2-[2-Chlorophenyl]-propyl)-N-(2-chloro-3-trifluoromethylbenzyl)-3-(3-carbomethoxymethylenephenoxy)propylamine). Product: ClC=1C=C(C=CC1)C(CN(CC1=C(C(=CC=C1)C(F)(F)F)Cl)CCCOC=1CC(C=CC1)=CC(=O)OC)C (N-(2-[3-Chlorophenyl]-propyl)-N-(2-chloro-3-trifluoromethylbenzyl)-3-(3-carbomethoxymethylenephenoxy)propylamine). Yield: 49.0%. Reaction SMILES: [Cl:1]C1C(C(F)(F)F)=CC=CC=1CNCC(C1C=CC=CC=1Cl)C.Cl[C:25]1[CH:30]=[CH:29][CH:28]=[CH:27][C:26]=1[CH:31]([CH3:61])[CH2:32][N:33]([CH2:46][CH2:47][CH2:48][O:49][C:50]1[CH2:51][C:52](=[CH:56][C:57]([O:59][CH3:60])=[O:58])[CH:53]=[CH:54][CH:55]=1)[CH2:34][C:35]1[CH:40]=[CH:39][CH:38]=[C:37]([C:41]([F:44])([F:43])[F:42])[C:36]=1[Cl:45]>>[Cl:1][C:30]1[CH:25]=[C:26]([CH:31]([CH3:61])[CH2:32][N:33]([CH2:46][CH2:47][CH2:48][O:49][C:50]2[CH2:51][C:52](=[CH:56][C:57]([O:59][CH3:60])=[O:58])[CH:53]=[CH:54][CH:55]=2)[CH2:34][C:35]2[CH:40]=[CH:39][CH:38]=[C:37]([C:41]([F:44])([F:43])[F:42])[C:36]=2[Cl:45])[CH:27]=[CH:28][CH:29]=1. Reported procedure: The titled compound was prepared from N-(2-Chloro-3-trifluoromethylbenzyl)-2-(2-chlorophenyl)propylamine in 49% yield in the same manner as the preparation of N-(2-[2-Chlorophenyl]-propyl)-N-(2-chloro-3-trifluoromethylbenzyl)-3-(3-carbomethoxymethylenephenoxy)propylamine in Example 184f. MS (ESI) 568 (MH+). Starting materials: C(C=C)N1N(C2=NC(=NC=C2C1=O)SC)C1=NC(=CC=C1)C (2-allyl-1-(6-methylpyridin-2-yl)-6-(methylthio)-1,2-dihydro-3H-pyrazolo[3,4-d]pyrimidin-3-one), NC1=CC=C(C=C1)N1CCN(CC1)CC(=O)N(C)C (2-[4-(4-aminophenyl)piperazin-1-yl]-N,N-dimethylacetamide). Product: CN(C(CN1CCN(CC1)C1=CC=C(C=C1)NC1=NC=C2C(=N1)N(N(C2=O)CC#C)C2=NC(=CC=C2)C)=O)C (N,N-dimethyl-2-[4-(4-{[1-(6-methylpyridin-2-yl)-3-oxo-2-(2-propynyl)-1,2-dihydro-3H-pyrazolo[3,4-d]pyrimidin-6-yl]amino}phenyl)piperazin-1-yl]acetamide). RXN SMILES: [CH2:1]([N:4]1[C:12](=[O:13])[C:11]2[C:6](=[N:7][C:8](SC)=[N:9][CH:10]=2)[N:5]1[C:16]1[CH:21]=[CH:20][CH:19]=[C:18]([CH3:22])[N:17]=1)[CH:2]=[CH2:3].[NH2:23][C:24]1[CH:29]=[CH:28][C:27]([N:30]2[CH2:35][CH2:34][N:33]([CH2:36][C:37]([N:39]([CH3:41])[CH3:40])=[O:38])[CH2:32][CH2:31]2)=[CH:26][CH:25]=1>>[CH3:40][N:39]([CH3:41])[C:37](=[O:38])[CH2:36][N:33]1[CH2:32][CH2:31][N:30]([C:27]2[CH:28]=[CH:29][C:24]([NH:23][C:8]3[N:7]=[C:6]4[N:5]([C:16]5[CH:21]=[CH:20][CH:19]=[C:18]([CH3:22])[N:17]=5)[N:4]([CH2:1][C:2]#[CH:3])[C:12](=[O:13])[C:11]4=[CH:10][N:9]=3)=[CH:25][CH:26]=2)[CH2:35][CH2:34]1. Procedure details: 34.3 mg of the entitled compound was obtained as a yellow solid in the same manner as in Example 113-1 to 113-2, for which, however, 2-allyl-1-(6-methylpyridin-2-yl)-6-(methylthio)-1,2-dihydro-3H-pyrazolo[3,4-d]pyrimidin-3-one was used in place of 2-allyl-1-[6-(1-hydroxy-1-methylethyl)-2-pyridinyl]-6-(methylthio)-1,2-dihydro-3H-pyrazolo[3,4-d]pyrimidin-3-one used in Example 113-1, and 2-[4-(4-aminophenyl)piperazin-1-yl]-N,N-dimethylacetamide was used in place of 4-(4-methylpiperazin-1-yl) anilin... Reactants: solution, CN (methylamine), I.C1(=C(C=CC=C1)NC(SC)=NC)C1=CC=CC=C1 (1-(2-biphenylyl)-2,3-dimethyl-2-thiopseudourea hydriodide). Run in C(C)O (ethanol). Yields the product C1(=C(C=CC=C1)NC(=NC)NC)C1=CC=CC=C1 (N-(2-biphenylyl)-N',N"-dimethylguanidine). As a reaction SMILES: I.[C:2]1([C:14]2[CH:19]=[CH:18][CH:17]=[CH:16][CH:15]=2)[CH:7]=[CH:6][CH:5]=[CH:4][C:3]=1[NH:8][C:9](=[N:12][CH3:13])SC.[CH3:20][NH2:21]>C(O)C>[C:2]1([C:14]2[CH:19]=[CH:18][CH:17]=[CH:16][CH:15]=2)[CH:7]=[CH:6][CH:5]=[CH:4][C:3]=1[NH:8][C:9]([NH:21][CH3:20])=[N:12][CH3:13] |f:0.1|. Procedure: A mixture of 1-(2-biphenylyl)-2,3-dimethyl-2-thiopseudourea hydriodide (7 g) and a 33% solution of methylamine in ethanol (250 ml) was stirred at ambient temperature for 56 days to give N-(2-biphenylyl)-N',N"-dimethylguanidine (m.p. 101°-102° C.) which was recrystallised from hexane. A sample (2.4 g) was dissolved in methanol (25 ml) and treated with fumaric acid (1.16 g) to give N-(2-biphenylyl)-N',N"-dimethylguanidine fumarate (m.p. 192°-193° C.) which was recrystallised from propan-2-ol. Starting materials: ClC=1C2=C(N=CN1)NC=C2 (4-chloro-7H-pyrrolo[2,3-d]pyrimidine), COCCO (2-methoxy-ethanol), [OH-].[K+] (potassium hydroxide). Run in O (water). Run at temperature 100 celsius. Yields the product COCCOC=1C2=C(N=CN1)NC=C2 (4-(2-methoxy-ethoxy)-7H-pyrrolo[2,3-d]pyrimidine). Isolated yield 90.5%. RXN SMILES: Cl[C:2]1[C:3]2[CH:10]=[CH:9][NH:8][C:4]=2[N:5]=[CH:6][N:7]=1.[CH3:11][O:12][CH2:13][CH2:14][OH:15].[OH-].[K+]>O>[CH3:11][O:12][CH2:13][CH2:14][O:15][C:2]1[C:3]2[CH:10]=[CH:9][NH:8][C:4]=2[N:5]=[CH:6][N:7]=1 |f:2.3|. Procedure: To 4-Chloro-7H-pyrrolo[2,3-d]pyrimidine (9, 5.00 g, 32.6 mmol) in 12.5 mL of 2-methoxy-ethanol (23, 158 mmol), potassium hydroxide (3.3 g, 59 mmol) is added. The reaction is heated at 100° C. overnight, then poured into water and extracted with ethyl acetate. The organic layer is dried with sodium sulfate, filtered and the filtrate concentrated under vacuum to provide the desired compound (24, 5.70 g). Reactants: C(C)(=O)CN1CCN(CC1)C(=O)OCC1=CC=CC=C1 (benzyl 4-(acetylmethyl)-1-piperazinecarboxylate). The reagents and catalysts are [Pd] (Palladium-on-charcoal). Run in C(C)O (ethanol). Run at time 1.5 hour. The product is C(C)(=O)CN1CCNCC1 (1-(acetylmethyl)piperazine). The yield is 78.8%. RXN SMILES: [C:1]([CH2:4][N:5]1[CH2:10][CH2:9][N:8](C(OCC2C=CC=CC=2)=O)[CH2:7][CH2:6]1)(=[O:3])[CH3:2]>[Pd].C(O)C>[C:1]([CH2:4][N:5]1[CH2:10][CH2:9][NH:8][CH2:7][CH2:6]1)(=[O:3])[CH3:2]. Procedure details: 10% Palladium-on-charcoal catalyst (0.3 g) was added to a solution of benzyl 4-(acetylmethyl)-1-piperazinecarboxylate (3.7 g) in ethanol (45 ml). The reaction mixture was stirred under hydrogen at 3 atmospheres pressure for 1.5 hours. The catalyst was removed by filtration and the solvent removed from the filtrate by evaporation. The residue was purified by flash chromatography using dichloromethane/methanol saturated with ammonia (3.5 M) (97/3). Evaporation of the solvent gave 1-(acetylmethyl)p... Product: Cc1[nH]c(-c2ccccc2)nc1CNCC(=O)N1CCCC1C#N. Reactants: C1CCOC1, Cc1[nH]c(-c2ccccc2)nc1CN, N#CC1CCCN1C(=O)CCl. As a reaction SMILES: [CH2:26]1[O:27][CH2:28][CH2:29][CH2:30]1.[CH3:1][c:2]1[c:3]([CH2:13][NH2:14])[n:4][c:5](-[c:7]2[cH:8][cH:9][cH:10][cH:11][cH:12]2)[nH:6]1.[Cl:15][CH2:16][C:17](=[O:18])[N:19]1[CH:20]([C:24]#[N:25])[CH2:21][CH2:22][CH2:23]1>>[CH3:1][c:2]1[c:3]([CH2:13][NH:14][CH2:16][C:17](=[O:18])[N:19]2[CH:20]([C:24]#[N:25])[CH2:21][CH2:22][CH2:23]2)[n:4][c:5](-[c:7]2[cH:8][cH:9][cH:10][cH:11][cH:12]2)[nH:6]1.